From a dataset of the Open Reaction Database (ORD), a public repository of structured organic reaction records. describe an organic reaction: reactants, conditions, products, and yield The reactants are FC1=C(C(=O)N2C(=NCC2)SC)C=CC=C1 (1-(2-fluorobenzoyl)-2-methylthio-2-imidazoline), NN1CCOCC1 (N-aminomorpholine). Solvent: O (water). Yields the product N1(CCOCC1)N1C=2N(C(C3=CC=CC=C13)=O)CCN2 (2,10-dihydro-10-(4-morpholinyl)imidazo[2,1-b]quinazolin-5(3H)-one). Isolated yield 74.0%. RXN SMILES: F[C:2]1[CH:16]=[CH:15][CH:14]=[CH:13][C:3]=1[C:4]([N:6]1[CH2:10][CH2:9][N:8]=[C:7]1SC)=[O:5].[NH2:17][N:18]1[CH2:23][CH2:22][O:21][CH2:20][CH2:19]1>O>[N:18]1([N:17]2[C:2]3[C:3](=[CH:13][CH:14]=[CH:15][CH:16]=3)[C:4](=[O:5])[N:6]3[CH2:10][CH2:9][N:8]=[C:7]23)[CH2:23][CH2:22][O:21][CH2:20][CH2:19]1. Procedure: A solution of 10.0 g (42.0 mmoles) of the product of Example 1 in 50 ml of N-aminomorpholine was heated to reflux for 10 minutes. The clear solution deposited crystals on cooling. This mixture was diluted with water (100 ml) and a white, crystalline solid was collected, washed with water, and air-dried to give 8.47 g of 2,10-dihydro-10-(4-morpholinyl)imidazo[2,1-b]quinazolin-5(3H)-one. Melting point 250°-251° C. Total yield 74%. This compound exhibits the following formula ##STR5## Reactants: ClC1=CC=C(C=N1)C12CCCN2CCC1 (7a-(6-chloro-3-pyridinyl)-hexahydro-1H-pyrrolizine), Cl (HCl). Run in CCOCC (Et2O), CCOCC (Et2O). The product is Cl.ClC1=CC=C(C=N1)C12CCCN2CCC1 (7a-(6-chloro-3-pyridinyl)-hexahydro-1H-pyrrolizine hydrochloride salt). Yield: 155.2%. Reaction SMILES: [Cl:1][C:2]1[N:7]=[CH:6][C:5]([C:8]23[CH2:15][CH2:14][CH2:13][N:12]2[CH2:11][CH2:10][CH2:9]3)=[CH:4][CH:3]=1.Cl>CCOCC>[ClH:1].[Cl:1][C:2]1[N:7]=[CH:6][C:5]([C:8]23[CH2:15][CH2:14][CH2:13][N:12]2[CH2:11][CH2:10][CH2:9]3)=[CH:4][CH:3]=1 |f:3.4|. Reported procedure: 7a-(6-Chloro-3-pyridinyl)-hexahydro-1H-pyrrolizine (from step 5a, 210 mg, 0.94 mmol) was dissolved in Et2O (8 mL), and Et2O saturated with HCl (g) was added at ambient temperature. Solvent was then removed, and the remaining solid was recrystallized from MeOH/Et2O to afford short white needles (189 mg, 78%). mp 141°-143° C. MS (CI/NH3) m/e: 223 (M+H)+. 1H NMR D2O, 300 MHz) δ2.12-2.50 (m, 6H), 2.58-2.65 (m, 2H), 3.33-3.42 (m, 2H), 3.69-3.88 (m, 2H), 7.62 (d, J=8.5 Hz, 1HO, 7.99 (dd, J=8.5, 2.7 Hz... Starting materials: ClC1=CN=CC(=N1)C(=O)NC1=NN=NN1 (6-chloro-N-(1H-5-tetrazolyl)pyrazine-2-carboxamide), OC1CNCCC1 (3-hydroxypiperidine), Cl (hydrogen chloride). The solvent is C(C)O (ethanol). Yields the product OC1CN(CCC1)C1=CN=CC(=N1)C(=O)NC1=NN=NN1 (6-(3-Hydroxy-1-piperidinyl)-N-(1H-5-tetrazolyl)pyrazine-2-carboxamide). RXN SMILES: Cl[C:2]1[N:7]=[C:6]([C:8]([NH:10][C:11]2[NH:15][N:14]=[N:13][N:12]=2)=[O:9])[CH:5]=[N:4][CH:3]=1.[OH:16][CH:17]1[CH2:22][CH2:21][CH2:20][NH:19][CH2:18]1.Cl>C(O)C>[OH:16][CH:17]1[CH2:22][CH2:21][CH2:20][N:19]([C:2]2[N:7]=[C:6]([C:8]([NH:10][C:11]3[NH:15][N:14]=[N:13][N:12]=3)=[O:9])[CH:5]=[N:4][CH:3]=2)[CH2:18]1. Procedure details: To a suspension of 1.13 g of 6-chloro-N-(1H-5-tetrazolyl)pyrazine-2-carboxamide in 20 ml of ethanol, 1.52 g of 3-hydroxypiperidine was added, and the mixture was refluxed for 6 hours. The reaction mixture was adjusted with ethanolic hydrogen chloride to pH 3. The precipitate was collected by filtration, and recrystalized from a mixture of dimethylsulfoxide and methanol affording 0.93 g of the desired compound as yellow crystals, m.p. 257°-259° C. (decomp.). The reactants are CI, CO, Cc1nc[nH]c1CSCCNC(N)=S. Yields the product CSC(N)=[NH+]CCSCc1[nH]cnc1C, [I-]. Reaction SMILES: [CH3:15][I:16].[CH3:17][OH:18].[CH3:1][c:2]1[n:3][cH:4][nH:5][c:6]1[CH2:7][S:8][CH2:9][CH2:10][NH:11][C:12](=[S:13])[NH2:14]>>[CH3:1][c:2]1[n:3][cH:4][nH:5][c:6]1[CH2:7][S:8][CH2:9][CH2:10][NH+:11]=[C:12]([S:13][CH3:15])[NH2:14].[I-:16]. The reactants are C[O-], CCOC=O, O=C1CCSc2c(Cl)cccc21, Cl, [Na+], c1ccccc1. The product is O=C1C(=CO)CSc2c(Cl)cccc21. As a reaction SMILES: [CH3:18][O-:19].[CH:13](=[O:14])[O:15][CH2:16][CH3:17].[Cl:1][c:2]1[cH:3][cH:4][cH:5][c:6]2[c:11]1[S:10][CH2:9][CH2:8][C:7]2=[O:12].[ClH:21].[Na+:20].[cH:22]1[cH:23][cH:24][cH:25][cH:26][cH:27]1>>[Cl:1][c:2]1[cH:3][cH:4][cH:5][c:6]2[c:11]1[S:10][CH2:9][C:8](=[CH:13][OH:14])[C:7]2=[O:12]. Reported procedure: A solution of 6-bromo-7-(dimethoxymethyl)-1,2,3,4-tetrahydro-1,8-naphthyridine (intermediate 2, 253 mg, 0.881 mmol) in MeOH (0.85 ml) under argon was treated with NaOMe (5.4 M in MeOH, 0.816 ml, 4.41 mmol), flushed with argon, treated with CuBr (253 mg, 1.76 mmol). The vial was sealed and the reaction mixture was stirred at 120° C. for 15 h. The reaction mixture was cooled to room temperature, treated with sat. aq. NH4Cl and extracted with EtOAc (2×). The combined org. layers were washed again w... The reactants are CuBr, [NH4+].[Cl-] (NH4Cl), BrC=1C=C2CCCNC2=NC1C(OC)OC (6-bromo-7-(dimethoxymethyl)-1,2,3,4-tetrahydro-1,8-naphthyridine), BrC=1C=C2CCCNC2=NC1C(OC)OC (6-bromo-7-(dimethoxymethyl)-1,2,3,4-tetrahydro-1,8-naphthyridine), C[O-].[Na+] (NaOMe). Product: COC(C1=C(C=C2CCCNC2=N1)OC)OC (7-(dimethoxymethyl)-6-methoxy-1,2,3,4-tetrahydro-1,8-naphthyridine). The solvent is CO (MeOH). Reaction conditions: temperature 120 celsius, time 15 hour. RXN SMILES: Br[C:2]1[CH:3]=[C:4]2[C:9](=[N:10][C:11]=1[CH:12]([O:15][CH3:16])[O:13][CH3:14])[NH:8][CH2:7][CH2:6][CH2:5]2.[CH3:17][O-:18].[Na+].[NH4+].[Cl-]>CO>[CH3:14][O:13][CH:12]([O:15][CH3:16])[C:11]1[N:10]=[C:9]2[C:4]([CH2:5][CH2:6][CH2:7][NH:8]2)=[CH:3][C:2]=1[O:18][CH3:17] |f:1.2,3.4|. Reactants: ClC1=C(C2=C(CCN(CC2)C(C(F)(F)F)=O)C=C1)OS(=O)(=O)C(F)(F)F (7-chloro-3-(2,2,2-trifluoroacetyl)-6-trifluoromethanesulfonyloxy-2,3,4,5-tetrahydro-1H-benzo[d]azepine), C=1C=CC(=CC1)P(C=2C=CC=CC2)C3=CC=C4C=CC=CC4=C3C5=C6C=CC=CC6=CC=C5P(C=7C=CC=CC7)C=8C=CC=CC8 (BINAP), CC(CC(=O)C1=CC=C(CN)C=C1)(C)C (4-(3,3-dimethyl-butyryl)-benzylamine), C([O-])([O-])=O.[Cs+].[Cs+] (cesium carbonate). Reagents/catalysts: C(C)(=O)[O-].[Pd+2].C(C)(=O)[O-] (palladium(II) acetate), C=1C=CC(=CC1)/C=C/C(=O)/C=C/C2=CC=CC=C2.C=1C=CC(=CC1)/C=C/C(=O)/C=C/C2=CC=CC=C2.C=1C=CC(=CC1)/C=C/C(=O)/C=C/C2=CC=CC=C2.[Pd].[Pd] (tris(dibenzylideneacetone)dipalladium(0)). Solvent: C1(=CC=CC=C1)C (toluene). Reaction conditions: temperature 100 celsius. The product is ClC1=C(C2=C(CCN(CC2)C(C(F)(F)F)=O)C=C1)NCC1=CC=C(C=C1)C(CC(C)(C)C)=O (7-chloro-6-[4-(3,3-dimethyl-butyryl)-benzylamino]-3-(2,2,2-trifluoroacetyl)-2,3,4,5-tetrahydro-1H-benzo[d]azepine). Yield: 65.4%. As a reaction SMILES: [Cl:1][C:2]1[CH:18]=[CH:17][C:5]2[CH2:6][CH2:7][N:8]([C:11](=[O:16])[C:12]([F:15])([F:14])[F:13])[CH2:9][CH2:10][C:4]=2[C:3]=1OS(C(F)(F)F)(=O)=O.C1C=CC(P(C2C(C3C(P(C4C=CC=CC=4)C4C=CC=CC=4)=CC=C4C=3C=CC=C4)=C3C(C=CC=C3)=CC=2)C2C=CC=CC=2)=CC=1.[CH3:73][C:74]([CH3:87])([CH3:86])[CH2:75][C:76]([C:78]1[CH:85]=[CH:84][C:81]([CH2:82][NH2:83])=[CH:80][CH:79]=1)=[O:77].C(=O)([O-])[O-].[Cs+].[Cs+]>C1(C)C=CC=CC=1.C([O-])(=O)C.[Pd+2].C([O-])(=O)C.C1C=CC(/C=C/C(/C=C/C2C=CC=CC=2)=O)=CC=1.C1C=CC(/C=C/C(/C=C/C2C=CC=CC=2)=O)=CC=1.C1C=CC(/C=C/C(/C=C/C2C=CC=CC=2)=O)=CC=1.[Pd].[Pd]>[Cl:1][C:2]1[CH:18]=[CH:17][C:5]2[CH2:6][CH2:7][N:8]([C:11](=[O:16])[C:12]([F:15])([F:14])[F:13])[CH2:9][CH2:10][C:4]=2[C:3]=1[NH:83][CH2:82][C:81]1[CH:84]=[CH:85][C:78]([C:76](=[O:77])[CH2:75][C:74]([CH3:86])([CH3:73])[CH3:87])=[CH:79][CH:80]=1 |f:3.4.5,7.8.9,10.11.12.13.14|. Procedure details: Use a method similar to the General Procedure 5-3 to react 7-chloro-3-(2,2,2-trifluoroacetyl)-6-trifluoromethanesulfonyloxy-2,3,4,5-tetrahydro-1H-benzo[d]azepine (250 mg, 0.588 mmol), palladium(II) acetate (26 mg, 0.118 mmol), tris(dibenzylideneacetone)dipalladium(0) (53 mg, 0.059 mmol), BINAP (0.22 g, 0.353 mmol), 4-(3,3-dimethyl-butyryl)-benzylamine (241 mg, 1.176 mmol) and cesium carbonate (383 mg, 1.176 mmol) in degassed toluene (10 mL). Degas the mixture with vacuum/nitrogen purge and heat ... The reactants are COC(=O)CC1CCCCN1C(=O)OC(C)(C)C, CCO, NN, O. Yields the product CC(C)(C)OC(=O)N1CCCCC1CC(=O)NN. RXN SMILES: [C:1]([CH3:2])([CH3:3])([CH3:4])[O:5][C:6](=[O:7])[N:8]1[CH:9]([CH2:14][C:15]([O:17][CH3:16])=[O:18])[CH2:10][CH2:11][CH2:12][CH2:13]1.[CH3:22][CH2:23][OH:24].[NH2:20][NH2:21].[OH2:19]>>[C:1]([CH3:2])([CH3:3])([CH3:4])[O:5][C:6](=[O:7])[N:8]1[CH:9]([CH2:14][C:15](=[O:17])[NH:20][NH2:21])[CH2:10][CH2:11][CH2:12][CH2:13]1. Reactants: [BH4-].[Li+] (Lithium borohydride), ClC=1C=C2C(=C(N(C2=CC1)CC(=O)OC)C1=CC=C(C=C1)Cl)CCC(=O)N1CCN(CC1)C1=C(C=CC=C1)OC (methyl 5-chloro-2-(4-chlorophenyl)-3-{3-[4-(2-methoxyphenyl)piperazin-1-yl]-3-oxoprop-1-yl}-1H-indole-1-acetate), C([O-])([O-])=O.[K+].[K+] (Potassium carbonate), Cl (hydrochloric acid). Solvent: C1CCOC1 (THF), C1(=CC=CC=C1)C (toluene), C(C)(=O)OCC (ethyl acetate). Run at time 15 minute. Yields the product ClC=1C=C2C(=C(N(C2=CC1)CCO)C1=CC=C(C=C1)Cl)CCC(=O)N1CCN(CC1)C1=C(C=CC=C1)OC (5-Chloro-2-(4-chlorophenyl)-3-{3-[4-(2-methoxyphenyl)piperazin-1-yl]-3-oxoprop-1-yl}-1H-indole-1-ethanol). Yield: 51.3%. RXN SMILES: [BH4-].[Li+].[Cl:3][C:4]1[CH:5]=[C:6]2[C:10](=[CH:11][CH:12]=1)[N:9]([CH2:13][C:14](OC)=[O:15])[C:8]([C:18]1[CH:23]=[CH:22][C:21]([Cl:24])=[CH:20][CH:19]=1)=[C:7]2[CH2:25][CH2:26][C:27]([N:29]1[CH2:34][CH2:33][N:32]([C:35]2[CH:40]=[CH:39][CH:38]=[CH:37][C:36]=2[O:41][CH3:42])[CH2:31][CH2:30]1)=[O:28].Cl.C(=O)([O-])[O-].[K+].[K+]>C1COCC1.C1(C)C=CC=CC=1.C(OCC)(=O)C>[Cl:3][C:4]1[CH:5]=[C:6]2[C:10](=[CH:11][CH:12]=1)[N:9]([CH2:13][CH2:14][OH:15])[C:8]([C:18]1[CH:19]=[CH:20][C:21]([Cl:24])=[CH:22][CH:23]=1)=[C:7]2[CH2:25][CH2:26][C:27]([N:29]1[CH2:30][CH2:31][N:32]([C:35]2[CH:40]=[CH:39][CH:38]=[CH:37][C:36]=2[O:41][CH3:42])[CH2:33][CH2:34]1)=[O:28] |f:0.1,4.5.6|. Reported procedure: Lithium borohydride (5 mg) was added in one portion to a solution of methyl 5-chloro-2-(4-chlorophenyl)-3-{3-[4-(2-methoxyphenyl)piperazin-1-yl]-3-oxoprop-1-yl}-1H-indole-1-acetate (Example 140, 43 mg) in THF (2 mL) and toluene (1 mL) and the mixture was stirred at room temperature for 15 min., then at 60° C. for 45 min. The mixture was cooled, hydrochloric acid (1M, 2 mL) was added and the mixture was stirred at room temperature for 10 min. Potassium carbonate and ethyl acetate (30 mL) were add...